Dataset: the Open Reaction Database (ORD), a public repository of structured organic reaction records. Task: describe an organic reaction: reactants, conditions, products, and yield Starting materials: water ice, FC1=CC=C(C=C1)[N+](=O)[O-] (4-fluoronitrobenzene), S1C(=CC=C1)CCN (2-thien-2-ylethanamine), C(=O)([O-])[O-].[K+].[K+] (K2CO3). Solvent: CN1C(CCC1)=O (N-methyl-pyrrolidinone). Conditions: temperature 60 celsius. Yields the product [N+](=O)([O-])C1=CC=C(C=C1)NCCC=1SC=CC1 (N-(4-nitrophenyl)-N-(2-thien-2-ylethyl)amine). The yield is 93.8%. Reaction SMILES: F[C:2]1[CH:7]=[CH:6][C:5]([N+:8]([O-:10])=[O:9])=[CH:4][CH:3]=1.[S:11]1[CH:15]=[CH:14][CH:13]=[C:12]1[CH2:16][CH2:17][NH2:18].C([O-])([O-])=O.[K+].[K+]>CN1CCCC1=O>[N+:8]([C:5]1[CH:6]=[CH:7][C:2]([NH:18][CH2:17][CH2:16][C:12]2[S:11][CH:15]=[CH:14][CH:13]=2)=[CH:3][CH:4]=1)([O-:10])=[O:9] |f:2.3.4|. Reported procedure: 2 g of 4-fluoronitrobenzene, 2.16 g of 2-thien-2-ylethanamine, and 2.35 g of K2CO3 were added to a solution of 20 ml of N-methyl-pyrrolidinone. The reaction medium was heated at 60° C. for 12 hours and, after cooling to room temperature, was then poured into a water+ice mixture. The yellow precipitate formed was filtered off, reslurried in water and then dried over P2O5. 3.3 g of N-(4-nitrophenyl)-N-(2-thien-2-ylethyl)amine (1) were obtained. Yields the product Cc1ccc(S(C)(=O)=O)cc1N=C=O. Reactants: Cc1ccc(S(C)(=O)=O)cc1[N+](=O)[O-], [N-]=C=O, Nc1ccccc1. Reaction SMILES: [CH3:1][S:2](=[O:3])(=[O:4])[c:5]1[cH:6][cH:7][c:8]([CH3:14])[c:9]([N+:11]([O-:12])=[O:13])[cH:10]1.[N-:22]=[C:23]=[O:24].[NH2:15][c:16]1[cH:17][cH:18][cH:19][cH:20][cH:21]1>>[CH3:1][S:2](=[O:3])(=[O:4])[c:5]1[cH:6][cH:7][c:8]([CH3:14])[c:9]([N:11]=[C:23]=[O:24])[cH:10]1. Starting materials: C([O-])(O)=O.[Na+] (sodium bicarbonate), C(C)(=O)O[BH-](OC(C)=O)OC(C)=O.[Na+] (sodium triacetoxyborohydride), N1CCC(CC1)N1C=CC2=CC=C(C=C12)C(=O)N (1-(piperidin-4-yl)-1H-indole-6-carboxamide), COC1=C(C2=CC=CC=C2C=C1)CC=O ((2-methoxynaphthalen-1-yl)acetaldehyde). Run in C(C)(=O)O (acetic acid), O1CCCC1 (tetrahydrofuran). Conditions: time 8 hour. Product: COC1=C(C2=CC=CC=C2C=C1)CCN1CCC(CC1)N1C=CC2=CC=C(C=C12)C(=O)N (1-{1-[2-(2-methoxynaphthalen-1-yl)ethyl]piperidin-4-yl}-1H-indole-6-carboxamide). Yield: 58.5%. RXN SMILES: [NH:1]1[CH2:6][CH2:5][CH:4]([N:7]2[C:15]3[C:10](=[CH:11][CH:12]=[C:13]([C:16]([NH2:18])=[O:17])[CH:14]=3)[CH:9]=[CH:8]2)[CH2:3][CH2:2]1.[CH3:19][O:20][C:21]1[CH:30]=[CH:29][C:28]2[C:23](=[CH:24][CH:25]=[CH:26][CH:27]=2)[C:22]=1[CH2:31][CH:32]=O.C(O[BH-](OC(=O)C)OC(=O)C)(=O)C.[Na+].C(=O)(O)[O-].[Na+]>O1CCCC1.C(O)(=O)C>[CH3:19][O:20][C:21]1[CH:30]=[CH:29][C:28]2[C:23](=[CH:24][CH:25]=[CH:26][CH:27]=2)[C:22]=1[CH2:31][CH2:32][N:1]1[CH2:2][CH2:3][CH:4]([N:7]2[C:15]3[C:10](=[CH:11][CH:12]=[C:13]([C:16]([NH2:18])=[O:17])[CH:14]=3)[CH:9]=[CH:8]2)[CH2:5][CH2:6]1 |f:2.3,4.5|. Procedure: 70 mg of 1-(piperidin-4-yl)-1H-indole-6-carboxamide and 115 mg of (2-methoxynaphthalen-1-yl)acetaldehyde were dissolved in 2 ml of tetrahydrofuran. Thereafter, 0.03 ml of acetic acid and 91 mg of sodium triacetoxyborohydride were added to the reaction solution, and the obtained mixture was then stirred at room temperature overnight. Thereafter, a saturated sodium bicarbonate aqueous solution was added to the reaction solution, and then extracted with chloroform. The extract was dried over magnes...